From a dataset of the Open Reaction Database (ORD), a public repository of structured organic reaction records. describe an organic reaction: reactants, conditions, products, and yield The reactants are S(=O)(=O)(Cl)Cl (sulfuryl chloride), COC=1C=C(C=C(C1)OC)C1=CC2=C(C=N1)C=NN2C2OCCCC2 (6-(3,5-dimethoxyphenyl)-1-(tetrahydro-2H-pyran-2-yl)-1H-pyrazolo[4,3-c]pyridine), C(Cl)Cl (methylene chloride), product, S(=O)(=O)(Cl)Cl (sulfuryl chloride). Run at time 2 hour. Yields the product ClC1=C(C(=C(C=C1OC)OC)Cl)C1=CC2=C(C=N1)C=NN2C2OCCCC2 (6-(2,6-dichloro-3,5-dimethoxyphenyl)-1-(tetrahydro-2H-pyran-2-yl)-1H-pyrazolo[4,3-c]pyridine). RXN SMILES: [CH3:1][O:2][C:3]1[CH:4]=[C:5]([C:11]2[N:16]=[CH:15][C:14]3[CH:17]=[N:18][N:19]([CH:20]4[CH2:25][CH2:24][CH2:23][CH2:22][O:21]4)[C:13]=3[CH:12]=2)C=[C:7]([O:9][CH3:10])[CH:8]=1.S(Cl)([Cl:29])(=O)=O.[CH2:31]([Cl:33])Cl>>[Cl:29][C:4]1[C:3]([O:2][CH3:1])=[CH:8][C:7]([O:9][CH3:10])=[C:31]([Cl:33])[C:5]=1[C:11]1[N:16]=[CH:15][C:14]2[CH:17]=[N:18][N:19]([CH:20]3[CH2:25][CH2:24][CH2:23][CH2:22][O:21]3)[C:13]=2[CH:12]=1. Procedure details: At r.t. to a solution of 6-(3,5-dimethoxyphenyl)-1-(tetrahydro-2H-pyran-2-yl)-1H-pyrazolo[4,3-c]pyridine (0.66 g, 1.9 mmol) in methylene chloride (10 mL) with stirring was added drop-wise sulfuryl chloride (300 μL, 3.7 mmol)(Acros Organics, Cat. No. 37815). The mixture was stirred at r.t. for 2 h. LCMS showed 25% product formed, and 75% was mono-chlorinated product. Additional sulfuryl chloride (100 μL) was added to the mixture. It was stirred at r.t. for 5 h, and then concentrated under reduced... Reactants: FC(F)(F)c1n[nH]cc1Br, CC(C)=O. The product is OCn1cc(Br)c(C(F)(F)F)n1. RXN SMILES: [Br:1][c:2]1[c:3]([C:7]([F:8])([F:9])[F:10])[n:4][nH:5][cH:6]1.[CH3:11][C:12]([CH3:13])=[O:14]>>[Br:1][c:2]1[c:3]([C:7]([F:8])([F:9])[F:10])[n:4][n:5]([CH2:12][OH:14])[cH:6]1. Reactants: FCCBr, N#CC(C#N)Cc1ccccc1Br, CN(C)C=O, [H-], [Na+]. Yields the product N#CC(C#N)(CCF)Cc1ccccc1Br. Reaction SMILES: [Br:16][CH2:17][CH2:18][F:19].[Br:1][c:2]1[c:3]([CH2:4][CH:5]([C:6]#[N:7])[C:8]#[N:9])[cH:10][cH:11][cH:12][cH:13]1.[CH3:20][N:21]([CH3:22])[CH:23]=[O:24].[H-:14].[Na+:15]>>[Br:1][c:2]1[c:3]([CH2:4][C:5]([C:6]#[N:7])([C:8]#[N:9])[CH2:17][CH2:18][F:19])[cH:10][cH:11][cH:12][cH:13]1. Starting materials: C(C)(C)(C)OC(N[C@@H](C)C1=NC(=NO1)C1=CC(=C(C=C1)OC(F)(F)F)Cl)=O ((S)-tert-butyl(1-(3-(3-chloro-4-(trifluoromethoxy)phenyl)-1,2,4-oxadiazol-5-yl)ethyl)carbamate), C(=O)(C(F)(F)F)O.O (TFA water). The product is ClC=1C=C(C=CC1OC(F)(F)F)C1=NOC(=N1)[C@H](C)N ((S)-1-(3-(3-chloro-4-(trifluoromethoxy)phenyl)-1,2,4-oxadiazol-5-yl)ethanamine). Reaction SMILES: C(OC(=O)[NH:7][C@H:8]([C:10]1[O:14][N:13]=[C:12]([C:15]2[CH:20]=[CH:19][C:18]([O:21][C:22]([F:25])([F:24])[F:23])=[C:17]([Cl:26])[CH:16]=2)[N:11]=1)[CH3:9])(C)(C)C.C(O)(C(F)(F)F)=O.O>>[Cl:26][C:17]1[CH:16]=[C:15]([C:12]2[N:11]=[C:10]([C@@H:8]([NH2:7])[CH3:9])[O:14][N:13]=2)[CH:20]=[CH:19][C:18]=1[O:21][C:22]([F:23])([F:24])[F:25] |f:1.2|. Reported procedure: (S)-tert-butyl(1-(3-(3-chloro-4-(trifluoromethoxy)phenyl)-1,2,4-oxadiazol-5-yl)ethyl)carbamate (2.0 g, 4.90 mmol) was treated with 90% TFA/water for 2 hours. Concentrate in vacuo and neutralized by passing through a column of MP-carbonate resin (6.0 g, 0.55 mmol/g eluting with MeOH/DCM/MeOH afforded 1.4 g waxy off-white solid. HRMS m/z 307.0335 Starting materials: [I-].C(CCC)[N+]1=C(SC(=C1C)C)C (3-butyl-2,4,5-trimethylthiazol-3-ium iodide), TEA, O1COC2=C1C=CC(=C2)C(=O)Cl (benzo[d][1,3]dioxole-5-carbonyl chloride). The reagents and catalysts are CN(C)C=1C=CN=CC1 (DMAP). Conditions: time 8 hour. Yields the product O1COC2=C1C=CC(=C2)C(\C=C\2/SC(=C(N2CCCC)C)C)=O ((2Z)-1-(1,3-benzodioxol-5-yl)-2-(3-butyl-4,5-dimethyl-1,3-thiazol-2(3H)-ylidene)ethanone). As a reaction SMILES: [I-].[CH2:2]([N+:6]1[C:10]([CH3:11])=[C:9]([CH3:12])[S:8][C:7]=1[CH3:13])[CH2:3][CH2:4][CH3:5].[O:14]1[C:18]2[CH:19]=[CH:20][C:21]([C:23](Cl)=[O:24])=[CH:22][C:17]=2[O:16][CH2:15]1>CN(C1C=CN=CC=1)C>[O:14]1[C:18]2[CH:19]=[CH:20][C:21]([C:23](=[O:24])/[CH:13]=[C:7]3\[S:8][C:9]([CH3:12])=[C:10]([CH3:11])[N:6]\3[CH2:2][CH2:3][CH2:4][CH3:5])=[CH:22][C:17]=2[O:16][CH2:15]1 |f:0.1|. Reported procedure: In a 20 mL vial 3-butyl-2,4,5-trimethylthiazol-3-ium iodide (48 mg in 0.5 mL DMA, 0.16 mmol, 1 equiv.) was added, followed by TEA (38 mg in 0.5 mL DMA, 0.37 mmol, 2.4 equiv.) and the solution went black. DMAP (2 mg in 0.5 mL DMA, 0.016 mmol, 0.1 equiv) was added next, followed by benzo[d][1,3]dioxole-5-carbonyl chloride (0.9 mL of 0.2M in DMA, 1.2 equiv). The mixture was shaken overnight at room temperature and then concentrated in vacuo. The resulting residue was taken up in 1:1 DMSO/MeOH and p...